Dataset: the Open Reaction Database (ORD), a public repository of structured organic reaction records. Task: describe an organic reaction: reactants, conditions, products, and yield Starting materials: COC(C1=CC(=CC=C1)CN1C([C@@]2(C3=CC(=CC=C13)F)[C@](C2)(C(C)C)C2=CC=C(C=C2)I)=O)=O ((1R,2R)-methyl-3-((-5′-fluoro-2-(4-iodophenyl)-2-isopropyl-2′-oxospiro[cyclopropane-1,3′-indoline]-1′-yl)methyl)benzoate), [C-]#N.[Na+] (NaCN). Reagents/catalysts: [Cu]I (CuI), C=1C=CC(=CC1)[P](C=2C=CC=CC2)(C=3C=CC=CC3)[Pd]([P](C=4C=CC=CC4)(C=5C=CC=CC5)C=6C=CC=CC6)([P](C=7C=CC=CC7)(C=8C=CC=CC8)C=9C=CC=CC9)[P](C=1C=CC=CC1)(C=1C=CC=CC1)C=1C=CC=CC1 (Pd(PPh3)4). Solvent: O1CCCC1 (tetrahydrofuran). The product is COC(C1=CC(=CC=C1)CN1C([C@@]2(C3=CC(=CC=C13)F)[C@](C2)(C(C)C)C2=CC=C(C=C2)C#N)=O)=O ((1R,2R)-methyl-3-((2-(4-cyanophenyl)-5′-fluoro-2-isopropyl-2′-oxospiro[cyclopropane-1,3′-indoline]-1′-yl)methyl)benzoate). Yield: 44.5%. As a reaction SMILES: [CH3:1][O:2][C:3](=[O:34])[C:4]1[CH:9]=[CH:8][CH:7]=[C:6]([CH2:10][N:11]2[C:19]3[C:14](=[CH:15][C:16]([F:20])=[CH:17][CH:18]=3)[C@:13]3([CH2:22][C@:21]3([C:26]3[CH:31]=[CH:30][C:29](I)=[CH:28][CH:27]=3)[CH:23]([CH3:25])[CH3:24])[C:12]2=[O:33])[CH:5]=1.[C-:35]#[N:36].[Na+]>O1CCCC1.[Cu]I.C1C=CC([P]([Pd]([P](C2C=CC=CC=2)(C2C=CC=CC=2)C2C=CC=CC=2)([P](C2C=CC=CC=2)(C2C=CC=CC=2)C2C=CC=CC=2)[P](C2C=CC=CC=2)(C2C=CC=CC=2)C2C=CC=CC=2)(C2C=CC=CC=2)C2C=CC=CC=2)=CC=1>[CH3:1][O:2][C:3](=[O:34])[C:4]1[CH:9]=[CH:8][CH:7]=[C:6]([CH2:10][N:11]2[C:19]3[C:14](=[CH:15][C:16]([F:20])=[CH:17][CH:18]=3)[C@:13]3([CH2:22][C@:21]3([C:26]3[CH:31]=[CH:30][C:29]([C:35]#[N:36])=[CH:28][CH:27]=3)[CH:23]([CH3:25])[CH3:24])[C:12]2=[O:33])[CH:5]=1 |f:1.2,^1:48,50,69,88|. Reported procedure: A solution of (1S,2S) and (1R,2R)-methyl-3-((-5′-fluoro-2-(4-iodophenyl)-2-isopropyl-2′-oxospiro[cyclopropane-1,3′-indoline]-1′-yl)methyl)benzoate (1.35 g, 2.4 mmol), NaCN (240 mg, 4.9 mmol), CuI (50 mg, 0.3 mmol) and Pd(PPh3)4 (140 mg, 0.12 mmol) in tetrahydrofuran (9.0 mL) was stirred at 65° C. for 2 hours. The mixture was cooled to room temperature and extracted with ethyl acetate and washed with brine, dried over anhydrous sodium sulfate, concentrated in vacuo. Purification by flash column c... The reactants are BrC=1C=C2C(=NC1)N(C=C2I)COCC[Si](C)(C)C (5-bromo-3-iodo-1-((2-(trimethylsilyl)ethoxy)methyl)-1H-pyrrolo[2,3-b]pyridine), CB1OB(OB(O1)C)C (2,4,6-trimethyl-1,3,5,2,4,6-trioxatriborinane), C([O-])([O-])=O.[K+].[K+] (potassium carbonate). Reagents/catalysts: C=1C=CC(=CC1)[P](C=2C=CC=CC2)(C=3C=CC=CC3)[Pd]([P](C=4C=CC=CC4)(C=5C=CC=CC5)C=6C=CC=CC6)([P](C=7C=CC=CC7)(C=8C=CC=CC8)C=9C=CC=CC9)[P](C=1C=CC=CC1)(C=1C=CC=CC1)C=1C=CC=CC1 (Pd(PPh3)4). Run in O1CCOCC1 (dioxane). Run at temperature 90 celsius. Product: BrC=1C=C2C(=NC1)N(C=C2C)COCC[Si](C)(C)C (5-bromo-3-methyl-1-((2-(trimethylsilyl)ethoxy)methyl)-1H-pyrrolo[2,3-b]pyridine). Isolated yield 2.9%. RXN SMILES: [Br:1][C:2]1[CH:3]=[C:4]2[C:10](I)=[CH:9][N:8]([CH2:12][O:13][CH2:14][CH2:15][Si:16]([CH3:19])([CH3:18])[CH3:17])[C:5]2=[N:6][CH:7]=1.[CH3:20]B1OB(C)OB(C)O1.C(=O)([O-])[O-].[K+].[K+]>O1CCOCC1.C1C=CC([P]([Pd]([P](C2C=CC=CC=2)(C2C=CC=CC=2)C2C=CC=CC=2)([P](C2C=CC=CC=2)(C2C=CC=CC=2)C2C=CC=CC=2)[P](C2C=CC=CC=2)(C2C=CC=CC=2)C2C=CC=CC=2)(C2C=CC=CC=2)C2C=CC=CC=2)=CC=1>[Br:1][C:2]1[CH:3]=[C:4]2[C:10]([CH3:20])=[CH:9][N:8]([CH2:12][O:13][CH2:14][CH2:15][Si:16]([CH3:19])([CH3:18])[CH3:17])[C:5]2=[N:6][CH:7]=1 |f:2.3.4,^1:44,46,65,84|. Reported procedure: A mixture of 5-bromo-3-iodo-1-((2-(trimethylsilyl)ethoxy)methyl)-1H-pyrrolo[2,3-b]pyridine (1.05 g, 2.33 mmol), 2,4,6-trimethyl-1,3,5,2,4,6-trioxatriborinane (2.6 mL, 18.6 mmol), and potassium carbonate (0.97 g, 7.0 mmol) in 10% aqueous dioxane (19 mL) was sparged with Ar. Pd(PPh3)4 (134 mg, 0.12 mmol) was added and the reaction was sealed and heated to 90° C. for 6.5 h. The reaction was allowed to cool to rt and concentrated in vacuo. The remaining residue was dissolved in EtOAc (250 mL), washe... The reactants are BrC=1SC(=C(N1)C(NC=1C=NN(C1[C@H]1OC[C@@H]([C@@H](CC1)NC(=O)OC(C)(C)C)F)C)=O)NC(OC(C)(C)C)=O (tert-butyl N-[2-bromo-4-[[5-[(2S,5R,6R)-5-(tert-butoxycarbonylamino)-6-fluoro-oxepan-2-yl]-1-methyl-pyrazol-4-yl]carbamoyl]thiazol-5-yl]carbamate), BrC=1SC(=C(N1)C(NC=1C=NN(C1[C@H]1OC[C@@H]([C@@H](CC1)NC(=O)OC(C)(C)C)F)C)=O)NC(OC(C)(C)C)=O (tert-butyl N-[2-bromo-4-[[5-[(2S,5R,6R)-5-(tert-butoxycarbonylamino)-6-fluoro-oxepan-2-yl]-1-methyl-pyrazol-4-yl]carbamoyl]thiazol-5-yl]carbamate), FC1=C(C=CC=C1C(F)(F)F)B(O)O ((2-fluoro-3-(trifluoromethyl)phenyl)boronic acid). The product is NC1=C(N=C(S1)C1=C(C(=CC=C1)C(F)(F)F)F)C(=O)NC=1C=NN(C1[C@H]1OC[C@@H]([C@@H](CC1)N)F)C (5-amino-N-(5-((2S,5R,6R)-5-amino-6-fluorooxepan-2-yl)-1-methyl-1H-pyrazol-4-yl)-2-(2-fluoro-3-(trifluoromethyl)phenyl)thiazole-4-carboxamide). As a reaction SMILES: Br[C:2]1[S:3][C:4]([NH:32]C(=O)OC(C)(C)C)=[C:5]([C:7](=[O:31])[NH:8][C:9]2[CH:10]=[N:11][N:12]([CH3:30])[C:13]=2[C@@H:14]2[CH2:20][CH2:19][C@@H:18]([NH:21]C(OC(C)(C)C)=O)[C@@H:17]([F:29])[CH2:16][O:15]2)[N:6]=1.[F:40][C:41]1[C:46]([C:47]([F:50])([F:49])[F:48])=[CH:45][CH:44]=[CH:43][C:42]=1B(O)O>>[NH2:32][C:4]1[S:3][C:2]([C:42]2[CH:43]=[CH:44][CH:45]=[C:46]([C:47]([F:50])([F:49])[F:48])[C:41]=2[F:40])=[N:6][C:5]=1[C:7]([NH:8][C:9]1[CH:10]=[N:11][N:12]([CH3:30])[C:13]=1[C@@H:14]1[CH2:20][CH2:19][C@@H:18]([NH2:21])[C@@H:17]([F:29])[CH2:16][O:15]1)=[O:31]. Procedure: Following the procedure for Example 101 starting from tert-butyl N-[2-bromo-4-[[5-[(2S,5R,6R)-5-(tert-butoxycarbonylamino)-6-fluoro-oxepan-2-yl]-1-methyl-pyrazol-4-yl]carbamoyl]thiazol-5-yl]carbamate (Intermediate 88), and replacing 3,6-dihydro-2H-pyran-4-boronic acid pinacol ester with (2-fluoro-3-(trifluoromethyl)phenyl)boronic acid gave 268. 1H NMR (400 MHz, DMSO-d6) δ 9.53 (s, 1H), 8.38 (t, J=7.5 Hz, 1H), 7.90-7.75 (m, 2H), 7.62-7.50 (m, 3H), 5.05-4.71 (m, 2H), 4.22-4.06 (m, 1H), 4.05-3.92 (... Reactants: F[B-](F)(F)F, CN(C)C=O, O=C(O)c1cc2cc(C(=O)N3CCN(C4CCCC4)CC3)ccc2[nH]1, O=C(c1ccc2[nH]c(C(=O)N3CCS(=O)(=O)CC3)cc2c1)N1CCN(C2CCCC2)CC1, CCN(C(C)C)C(C)C, Nc1ccc(F)cc1, CN(C)C(On1nnc2ccccc21)=[N+](C)C. Product: O=C(Nc1ccc(F)cc1)c1cc2cc(C(=O)N3CCN(C4CCCC4)CC3)ccc2[nH]1. As a reaction SMILES: [B-:58]([F:59])([F:60])([F:61])[F:62].[CH3:97][N:98]([CH3:99])[CH:100]=[O:101].[CH:1]1([N:6]2[CH2:7][CH2:8][N:9]([C:12](=[O:13])[c:14]3[cH:15][c:16]4[cH:17][c:18]([C:23](=[O:24])[OH:25])[nH:19][c:20]4[cH:21][cH:22]3)[CH2:10][CH2:11]2)[CH2:2][CH2:3][CH2:4][CH2:5]1.[CH:26]1([N:27]2[CH2:28][CH2:29][N:30]([C:31]([c:32]3[cH:33][c:34]4[c:35]([cH:36][cH:37]3)[nH:38][c:39]([C:40]([N:41]3[CH2:42][CH2:43][S:44](=[O:45])(=[O:46])[CH2:47][CH2:48]3)=[O:49])[cH:50]4)=[O:51])[CH2:52][CH2:53]2)[CH2:54][CH2:55][CH2:56][CH2:57]1.[CH:88]([N:89]([CH2:90][CH3:91])[CH:92]([CH3:93])[CH3:94])([CH3:95])[CH3:96].[NH2:80][c:81]1[cH:82][cH:83][c:84]([F:85])[cH:86][cH:87]1.[n:63]1([O:64][C:65]([N:66]([CH3:67])[CH3:68])=[N+:69]([CH3:70])[CH3:71])[c:72]2[cH:73][cH:74][cH:75][cH:76][c:77]2[n:78][n:79]1>>[CH:1]1([N:6]2[CH2:7][CH2:8][N:9]([C:12](=[O:13])[c:14]3[cH:15][c:16]4[cH:17][c:18]([C:23](=[O:25])[NH:80][c:81]5[cH:82][cH:83][c:84]([F:85])[cH:86][cH:87]5)[nH:19][c:20]4[cH:21][cH:22]3)[CH2:10][CH2:11]2)[CH2:2][CH2:3][CH2:4][CH2:5]1. Starting materials: O=C1OCC2=C1C=CC(=C2)CC=O ((1-oxo-1,3-dihydro-2-benzofuran-5-yl)acetaldehyde), N1(CCNCC1)C1CC=2C=CC(=CC2CC1)C#N (6-piperazin-1-yl-5,6,7,8-tetrahydronaphthalene-2-carbonitrile). The product is O=C1OCC2=C1C=CC(=C2)CCN2CCN(CC2)C2CC=1C=CC(=CC1CC2)C#N (6-{4-[2-(1-Oxo-1,3-dihydro-2-benzofuran-5-yl)ethyl]piperazin-1-yl}-5,6,7,8-tetrahydronaphthalene-2-carbonitrile). RXN SMILES: [O:1]=[C:2]1[C:6]2[CH:7]=[CH:8][C:9]([CH2:11][CH:12]=O)=[CH:10][C:5]=2[CH2:4][O:3]1.[N:14]1([CH:20]2[CH2:29][CH2:28][C:27]3[CH:26]=[C:25]([C:30]#[N:31])[CH:24]=[CH:23][C:22]=3[CH2:21]2)[CH2:19][CH2:18][NH:17][CH2:16][CH2:15]1>>[O:1]=[C:2]1[C:6]2[CH:7]=[CH:8][C:9]([CH2:11][CH2:12][N:17]3[CH2:16][CH2:15][N:14]([CH:20]4[CH2:29][CH2:28][C:27]5[CH:26]=[C:25]([C:30]#[N:31])[CH:24]=[CH:23][C:22]=5[CH2:21]4)[CH2:19][CH2:18]3)=[CH:10][C:5]=2[CH2:4][O:3]1. Reported procedure: The above product was prepared following similar procedure of EXAMPLE 38 from (1-oxo-1,3-dihydro-2-benzofuran-5-yl)acetaldehyde and 6-piperazin-1-yl-5,6,7,8-tetrahydronaphthalene-2-carbonitrile. LC-MS (IE, m/z): 402 [M+1]+. (0.050 μM) Reactants: Intermediate 1, BrC1=C(N=C2N(C1=O)C=CC=C2)C (3-bromo-2-methyl-4H-pyrido[1,2-a]pyrimidin-4-one), COC=1C(=C(C=O)C=CC1)OCCCCC (3-methoxy-2-(pentyloxy)benzaldehyde), [O-]CC.[Na+] (sodium ethoxide). Solvent: C(C)O (ethanol). Yields the product BrC1=C(N=C2N(C1=O)C=CC=C2)\C=C\C2=C(C(=CC=C2)OC)OCCCCC (3-Bromo-2-{(E)-2-[3-methoxy-2-(pentyloxy)phenyl]vinyl}-4H-pyrido[1,2-a]pyrimidin-4-one), product. RXN SMILES: [Br:1][C:2]1[C:7](=[O:8])[N:6]2[CH:9]=[CH:10][CH:11]=[CH:12][C:5]2=[N:4][C:3]=1[CH3:13].[CH3:14][O:15][C:16]1[C:17]([O:24][CH2:25][CH2:26][CH2:27][CH2:28][CH3:29])=[C:18]([CH:21]=[CH:22][CH:23]=1)[CH:19]=O.[O-]CC.[Na+]>C(O)C>[Br:1][C:2]1[C:7](=[O:8])[N:6]2[CH:9]=[CH:10][CH:11]=[CH:12][C:5]2=[N:4][C:3]=1/[CH:13]=[CH:19]/[C:18]1[CH:21]=[CH:22][CH:23]=[C:16]([O:15][CH3:14])[C:17]=1[O:24][CH2:25][CH2:26][CH2:27][CH2:28][CH3:29] |f:2.3|. Procedure: The title compound was prepared from 3-bromo-2-methyl-4H-pyrido[1,2-a]pyrimidin-4-one (1.20 g, 5.01 mmol) and 3-methoxy-2-(pentyloxy)benzaldehyde (1.22 g, 5.521 mmol) in the presence of sodium ethoxide (0.512 g, 7.52 mmol) in absolute ethanol (30 ml) as described in Intermediate 1 to give 625 mg of the product as a light yellow solid; 1H NMR (300 MHz, CDCl3) δ 0.92 (t, J=6.9 Hz, 3H), 1.40 (q, J=7.2 Hz, 2H), 1.51-1.59 (m, 2H), 1.85 (q, J=7.8 Hz, 2H) 3.87 (s, 3H), 4.01 (t, J=6.3 Hz, 2H), 6.91 (d, ... The reactants are CS(=O)(=O)C1=CC=C(C=C1)N1N=C(C=CC1=O)C(=O)[O-] (1-(4-(methylsulfonyl)phenyl)-6-oxo-1,6-dihydropyridazine-3-carboxylate), BrC1=C(C=C(C=C1)N1N=C(C(=CC1=O)OC1CCN(CC1)C(=O)OC(C)(C)C)C(=O)OC)F (methyl 1-(4-bromo-3-fluorophenyl)-4-(1-(tert-butoxycarbonyl)piperidin-4-yloxy)-6-oxo-1,6-dihydropyridazine-3-carboxylate). Yields the product BrC1=C(C=C(C=C1)N1N=C(C(=CC1=O)OC1CCN(CC1)C(=O)OC(C)(C)C)C(N)=O)F (tert-Butyl 4-(1-(4-bromo-3-fluorophenyl)-3-carbamoyl-6-oxo-1,6-dihydropyridazin-4-yloxy)piperidine-1-carboxylate). Yield: 100.0%. As a reaction SMILES: CS(C1C=CC([N:11]2C(=O)C=CC(C([O-])=O)=N2)=CC=1)(=O)=O.[Br:21][C:22]1[CH:27]=[CH:26][C:25]([N:28]2[C:33](=[O:34])[CH:32]=[C:31]([O:35][CH:36]3[CH2:41][CH2:40][N:39]([C:42]([O:44][C:45]([CH3:48])([CH3:47])[CH3:46])=[O:43])[CH2:38][CH2:37]3)[C:30]([C:49]([O:51]C)=O)=[N:29]2)=[CH:24][C:23]=1[F:53]>>[Br:21][C:22]1[CH:27]=[CH:26][C:25]([N:28]2[C:33](=[O:34])[CH:32]=[C:31]([O:35][CH:36]3[CH2:41][CH2:40][N:39]([C:42]([O:44][C:45]([CH3:46])([CH3:48])[CH3:47])=[O:43])[CH2:38][CH2:37]3)[C:30]([C:49](=[O:51])[NH2:11])=[N:29]2)=[CH:24][C:23]=1[F:53]. Reported procedure: tert-Butyl 4-(1-(4-bromo-3-fluorophenyl)-3-carbamoyl-6-oxo-1,6-dihydropyridazin-4-yloxy)piperidine-1-carboxylate was prepared in 100% yield according to procedures described in Example 31 (Step A) substituting methyl 441-(tert-butoxycarbonyl)piperidin-4-yloxy)-1-(4-(methylsulfonyl)phenyl)-6-oxo-1,6-dihydropyridazine-3-carboxylate for methyl 1-(4-bromo-3-fluorophenyl)-4-(1-(tert-butoxycarbonyl)piperidin-4-yloxy)-6-oxo-1,6-dihydropyridazine-3-carboxylate (Example 43). MS (ESI) 511 (M+H). Reactants: BrCC1CO1, O=C([O-])[O-], CC#N, Oc1cccc(N2CCCCC2)c1Cl, [K+], [K+]. Yields the product Clc1c(OCC2CO2)cccc1N1CCCCC1. RXN SMILES: [Br:15][CH2:16][CH:17]1[CH2:18][O:19]1.[C:20](=[O:21])([O-:22])[O-:23].[CH3:26][C:27]#[N:28].[Cl:1][c:2]1[c:3]([OH:14])[cH:4][cH:5][cH:6][c:7]1[N:8]1[CH2:9][CH2:10][CH2:11][CH2:12][CH2:13]1.[K+:24].[K+:25]>>[Cl:1][c:2]1[c:3]([O:14][CH2:16][CH:17]2[CH2:18][O:19]2)[cH:4][cH:5][cH:6][c:7]1[N:8]1[CH2:9][CH2:10][CH2:11][CH2:12][CH2:13]1.